From a dataset of the Open Reaction Database (ORD), a public repository of structured organic reaction records. describe an organic reaction: reactants, conditions, products, and yield Starting materials: CC(C)(C)C(=O)Oc2ccc1cc(C#N)ccc1c2 (substrate), c2ccc1ocnc1c2 (effective_coupling_partner). Reagents/catalysts: dcype. Run at temperature 120 celsius, time 12 hour. Yields the product N#Cc4ccc3cc(c2nc1ccccc1o2)ccc3c4. Reactants: [OH-].[Na+] (caustic soda), C(C)(C)(C)C1=CC(=C(C(=C1O)C)CNCCCCCCCCCCCCCCCCCC)C (6-t-butyl-3-(octadecylaminomethyl)-2,4-dimethylphenol), C1(=CC(=CC=C1)S(=O)(=O)Cl)S(=O)(=O)Cl (1,3-benzene-disulfonyl chloride), CO (methanol). Run in O (water), O (water), O1CCCC1 (tetrahydrofuran), CC(=O)C (acetone). Conditions: time 20 hour. The product is C(C)(C)(C)C1=C(C(=C(CN(S(=O)(=O)C2=CC(=CC=C2)S(=O)(=O)N(CCCCCCCCCCCCCCCCCC)CC2=C(C(=C(C=C2C)C(C)(C)C)O)C)CCCCCCCCCCCCCCCCCC)C(=C1)C)C)O (N,N'-Bis(4-t-butyl-3-hydroxy-2,6-dimethylbenzyl)-N,N'-Dioctadecyl-m-Benzenedisulfonamide). Isolated yield 35.8%. RXN SMILES: [C:1]([C:5]1[C:10]([OH:11])=[C:9]([CH3:12])[C:8]([CH2:13][NH:14][CH2:15][CH2:16][CH2:17][CH2:18][CH2:19][CH2:20][CH2:21][CH2:22][CH2:23][CH2:24][CH2:25][CH2:26][CH2:27][CH2:28][CH2:29][CH2:30][CH2:31][CH3:32])=[C:7]([CH3:33])[CH:6]=1)([CH3:4])([CH3:3])[CH3:2].[C:34]1([S:44](Cl)(=[O:46])=[O:45])[CH:39]=[CH:38][CH:37]=[C:36]([S:40](Cl)(=[O:42])=O)[CH:35]=1.[OH-:48].[Na+].[CH3:50][OH:51]>O1CCCC1.CC(C)=O.O>[C:1]([C:5]1[CH:6]=[C:7]([CH3:33])[C:8]([CH2:13][N:14]([CH2:15][CH2:16][CH2:17][CH2:18][CH2:19][CH2:20][CH2:21][CH2:22][CH2:23][CH2:24][CH2:25][CH2:26][CH2:27][CH2:28][CH2:29][CH2:30][CH2:31][CH3:32])[S:40]([C:36]2[CH:37]=[CH:38][CH:39]=[C:34]([S:44]([N:14]([CH2:13][C:8]3[C:7]([CH3:33])=[CH:6][C:5]([C:1]([CH3:4])([CH3:3])[CH3:2])=[C:50]([OH:51])[C:9]=3[CH3:10])[CH2:15][CH2:16][CH2:17][CH2:18][CH2:19][CH2:20][CH2:21][CH2:22][CH2:23][CH2:24][CH2:25][CH2:26][CH2:27][CH2:28][CH2:29][CH2:30][CH2:31][CH3:32])(=[O:46])=[O:45])[CH:35]=2)(=[O:42])=[O:48])=[C:9]([CH3:12])[C:10]=1[OH:11])([CH3:4])([CH3:3])[CH3:2] |f:2.3|. Reported procedure: A stirred solution of 6-t-butyl-3-(octadecylaminomethyl)-2,4-dimethylphenol (9.18 grams; 0.02 mole) in tetrahydrofuran (50 mls) is treated with a solution of 1,3-benzene-disulfonyl chloride (2.7 grams; 0.01 mole) in acetone (10 mls) over a period of 10 minutes while maintaining the temperature at 35°-40° C. The reaction mixture is then slowly treated with a solution of 50% caustic soda (1.6 grams; 0.02 mole) in water (5 mls) over a period of 15 minutes while the temperature is maintained at 30°-...